Dataset: the Open Reaction Database (ORD), a public repository of structured organic reaction records. Task: describe an organic reaction: reactants, conditions, products, and yield The reactants are CN(C)C=O, C[O-], [Cl-], [Na+], Cc1ccc(O)cn1, C[N+](C)(C)c1ccccc1. The product is COc1ccc(C)nc1. As a reaction SMILES: [CH3:23][N:24]([CH3:25])[CH:26]=[O:27].[CH3:9][O-:10].[Cl-:12].[Na+:11].[OH:1][c:2]1[cH:3][n:4][c:5]([CH3:8])[cH:6][cH:7]1.[c:13]1([N+:14]([CH3:15])([CH3:16])[CH3:17])[cH:18][cH:19][cH:20][cH:21][cH:22]1>>[O:1]([c:2]1[cH:3][n:4][c:5]([CH3:8])[cH:6][cH:7]1)[CH3:9]. Starting materials: CO, [Cl-], [O-][I+3]([O-])([O-])[O-], [Na+], [Na+], C1CCOC1, O, COc1cc2c(cc1CC(O)CO)NC(=O)CC2. Product: COc1cc2c(cc1CC=O)NC(=O)CC2. Reaction SMILES: [CH3:28][OH:29].[Cl-:27].[I+3:20]([O-:21])([O-:22])([O-:23])[O-:24].[Na+:25].[Na+:26].[O:30]1[CH2:31][CH2:32][CH2:33][CH2:34]1.[OH2:19].[OH:1][CH:2]([CH2:3][c:4]1[c:5]([O:15][CH3:16])[cH:6][c:7]2[c:12]([cH:13]1)[NH:11][C:10](=[O:14])[CH2:9][CH2:8]2)[CH2:17][OH:18]>>[O:1]=[CH:2][CH2:3][c:4]1[c:5]([O:15][CH3:16])[cH:6][c:7]2[c:12]([cH:13]1)[NH:11][C:10](=[O:14])[CH2:9][CH2:8]2. The reactants are Cn1cc(Br)cc(Br)c1=O, O=C([O-])[O-], CCOC(C)=O, [Cs+], [Cs+], COC(=O)c1ccc(N)nc1, [Na+], O=C([O-])O, O=C(C=Cc1ccccc1)C=Cc1ccccc1, O=C(C=Cc1ccccc1)C=Cc1ccccc1, O=C(C=Cc1ccccc1)C=Cc1ccccc1, [Pd], [Pd]. Product: COC(=O)c1ccc(Nc2cc(Br)cn(C)c2=O)nc1. RXN SMILES: [Br:1][c:2]1[c:3](=[O:10])[n:4]([CH3:9])[cH:5][c:6]([Br:8])[cH:7]1.[C:22](=[O:23])([O-:24])[O-:25].[CH3:28][CH2:29][O:30][C:31](=[O:32])[CH3:33].[Cs+:26].[Cs+:27].[NH2:11][c:12]1[n:13][cH:14][c:15]([C:16](=[O:17])[O:18][CH3:19])[cH:20][cH:21]1.[Na+:38].[O-:34][C:35]([OH:36])=[O:37].[O:41]=[C:42]([CH:43]=[CH:44][c:45]1[cH:46][cH:47][cH:48][cH:49][cH:50]1)[CH:51]=[CH:52][c:53]1[cH:54][cH:55][cH:56][cH:57][cH:58]1.[O:59]=[C:60]([CH:61]=[CH:62][c:63]1[cH:64][cH:65][cH:66][cH:67][cH:68]1)[CH:69]=[CH:70][c:71]1[cH:72][cH:73][cH:74][cH:75][cH:76]1.[O:77]=[C:78]([CH:79]=[CH:80][c:81]1[cH:82][cH:83][cH:84][cH:85][cH:86]1)[CH:87]=[CH:88][c:89]1[cH:90][cH:91][cH:92][cH:93][cH:94]1.[Pd:39].[Pd:40]>>[c:2]1([NH:11][c:12]2[n:13][cH:14][c:15]([C:16](=[O:17])[O:18][CH3:19])[cH:20][cH:21]2)[c:3](=[O:10])[n:4]([CH3:9])[cH:5][c:6]([Br:8])[cH:7]1.